Dataset: the Open Reaction Database (ORD), a public repository of structured organic reaction records. Task: describe an organic reaction: reactants, conditions, products, and yield Reactants: Cl.CO (HCl MeOH), COC=1C=C(C[C@@H]2N(CCC2)C(CCCCC(=O)N2[C@H](CCC2)CC2=CC(=C(C=C2)OC)OC)=O)C=CC1OC ((R,R)-1,6-bis[2-(3,4-dimethoxybenzyl)pyrrolidin-1-yl]-1,6-dioxohexane), CO (methanol), ·DMS. Run in C1CCOC1 (THF). Run at time 8 hour. The product is COC=1C=C(C[C@@H]2N(CCC2)CCCCCCN2[C@H](CCC2)CC2=CC(=C(C=C2)OC)OC)C=CC1OC ((R,R)-1,6-bis[2-(3,4-dimethoxybenzyl)pyrrolidin-1-yl]hexane). Reaction SMILES: [CH3:1][O:2][C:3]1[CH:4]=[C:5]([CH:36]=[CH:37][C:38]=1[O:39][CH3:40])[CH2:6][C@H:7]1[CH2:11][CH2:10][CH2:9][N:8]1[C:12](=O)[CH2:13][CH2:14][CH2:15][CH2:16][C:17]([N:19]1[CH2:23][CH2:22][CH2:21][C@@H:20]1[CH2:24][C:25]1[CH:30]=[CH:29][C:28]([O:31][CH3:32])=[C:27]([O:33][CH3:34])[CH:26]=1)=O.CO.Cl.CO>C1COCC1>[CH3:34][O:33][C:27]1[CH:26]=[C:25]([CH:30]=[CH:29][C:28]=1[O:31][CH3:32])[CH2:24][C@H:20]1[CH2:21][CH2:22][CH2:23][N:19]1[CH2:17][CH2:16][CH2:15][CH2:14][CH2:13][CH2:12][N:8]1[CH2:9][CH2:10][CH2:11][C@@H:7]1[CH2:6][C:5]1[CH:36]=[CH:37][C:38]([O:39][CH3:40])=[C:3]([O:2][CH3:1])[CH:4]=1 |f:2.3|. Reported procedure: (R,R)-1,6-bis[2-(3,4-dimethoxybenzyl)pyrrolidin-1-yl]-1,6-dioxohexane (0.001 mol) in dry THF was added to a solution containing 0.5 mL (0.005 mol) 10M BH3 ·DMS, and the solution was heated under reflux in an argon atmosphere. Heating was maintained for 2 hours, after which time the mixture was cooled and 10 mL anhydrous methanol was added dropwise. After gas evolution had subsided, 10 mL of saturated HCl-MeOH was added dropwise and the mixture heated under reflux for 15 minutes. The mixture was ... The reactants are [Li]CCCC (BuLi), C(C1=CC=CC=C1)N1CCC(CC1)=O (1-benzyl-4-piperidinone), CC1(OC2=C(C1)C=CC=C2)C (2,3-dihydro-2,2-dimethylbenzofuran), CN(CCN(C)C)C (tetramethylethylenediamine). The solvent is CCCCCC (hexane), CCCCCCC (heptane), CCCCCCC (heptane). Run at temperature 35 celsius, time 1.5 hour. Product: C(C1=CC=CC=C1)N1CCC(CC1)(O)C1=CC=CC=2CC(OC21)(C)C (7-(1-benzyl-4-hydroxy-4-piperidinyl)-2,3-dihydro-2,2-dimethylbenzofuran). The yield is 19.3%. RXN SMILES: [CH3:1][C:2]1([CH3:11])[CH2:6][C:5]2[CH:7]=[CH:8][CH:9]=[CH:10][C:4]=2[O:3]1.CN(C)CCN(C)C.[Li]CCCC.[CH2:25]([N:32]1[CH2:37][CH2:36][C:35](=[O:38])[CH2:34][CH2:33]1)[C:26]1[CH:31]=[CH:30][CH:29]=[CH:28][CH:27]=1>CCCCCCC.CCCCCC>[CH2:25]([N:32]1[CH2:37][CH2:36][C:35]([C:10]2[C:4]3[O:3][C:2]([CH3:11])([CH3:1])[CH2:6][C:5]=3[CH:7]=[CH:8][CH:9]=2)([OH:38])[CH2:34][CH2:33]1)[C:26]1[CH:27]=[CH:28][CH:29]=[CH:30][CH:31]=1. Procedure details: A mixture of 2,3-dihydro-2,2-dimethylbenzofuran (25 g) and tetramethylethylenediamine (46 g) in heptane (250 ml) was treated dropwise at room temperature with 1.6 M BuLi in hexane (250 ml). After stirring for 1.5 h at 30-40° C. the mixture was cooled to -40° C. and 1-benzyl-4-piperidinone (32 g) was added dropwise at -40° C. The reaction mixture was allowed to warm to room temperature during 3 h followed by quench with water. After concentrating the reaction mixture in vacuo dichloromethane (500... Product: Cl.ClC1=C(N2N=C3C(=C2N=C1C)CNC3(C)C)C (6-chloro-1,1,5,7-tetramethyl-2,3-dihydro-1H-2,4,7a,8-tetraaza-cyclopenta[a]indene hydrochloride). Reported procedure: A mixture of 3-amino-6,6-dimethyl-4,6-dihydro-1H-pyrrolo[3,4-c]pyrazole-5-carboxylic acid tert-butyl ester (500 mg; 1.98 mmol; 1 eq.) and 3-chloro-pentane-2,4-dione (226 μL; 1.98 mmol; 1.00 eq.) in AcOH (1.5 mL) was stirred at room temperature for 1 hour whereupon 32% aq. HCl (584 μL; 5.94 mmol; 3 eq.) was added. The resulting mixture was stirred for 4 hours then poured onto iPrOH (6 mL). The formed precipitate was filtered off and dried to afford the title compound (388 mg, 68%) as an off-white... Isolated yield 136.5%. Run at time 4 hour. The solvent is CC(=O)O (AcOH). RXN SMILES: C(OC([N:8]1[CH2:15][C:14]2[C:13]([NH2:16])=[N:12][NH:11][C:10]=2[C:9]1([CH3:18])[CH3:17])=O)(C)(C)C.[Cl:19][CH:20]([C:24](=O)[CH3:25])[C:21](=O)[CH3:22].Cl>CC(O)=O>[ClH:19].[Cl:19][C:20]1[C:24]([CH3:25])=[N:16][C:13]2[N:12]([N:11]=[C:10]3[C:9]([CH3:17])([CH3:18])[NH:8][CH2:15][C:14]3=2)[C:21]=1[CH3:22] |f:4.5|. Starting materials: C(C)(C)(C)OC(=O)N1C(C=2NN=C(C2C1)N)(C)C (3-amino-6,6-dimethyl-4,6-dihydro-1H-pyrrolo[3,4-c]pyrazole-5-carboxylic acid tert-butyl ester), ClC(C(C)=O)C(C)=O (3-chloro-pentane-2,4-dione), Cl (HCl). The reactants are COCCC1=CC=C(C=C1)O (4-(2-methoxy ethyl)phenol), C(C)(C)(C)OC(C#C)=O (propiolic acid tert-butyl ester), CN1CCOCC1 (N-methyl morpholine). Solvent: C(Cl)Cl (CH2Cl2). Conditions: time 24 hour. Product: ( E ), COCCC1=CC=C(O\C=C/C(=O)OC(C)(C)C)C=C1 ((Z)-tert-butyl 3-(4-(2-methoxyethyl)phenoxy)acrylate). RXN SMILES: [CH3:1][O:2][CH2:3][CH2:4][C:5]1[CH:10]=[CH:9][C:8]([OH:11])=[CH:7][CH:6]=1.[C:12]([O:16][C:17](=[O:20])[C:18]#[CH:19])([CH3:15])([CH3:14])[CH3:13].CN1CCOCC1>C(Cl)Cl>[CH3:1][O:2][CH2:3][CH2:4][C:5]1[CH:10]=[CH:9][C:8]([O:11]/[CH:19]=[CH:18]\[C:17]([O:16][C:12]([CH3:15])([CH3:14])[CH3:13])=[O:20])=[CH:7][CH:6]=1. Reported procedure: a mixture of 4-(2-methoxy ethyl)phenol (1.547 g, 10.3 mmol), propiolic acid tert-butyl ester (1.367 g, 10.8 mmol) and N-methyl morpholine (1.18 mL, 10.8 mmol) in CH2Cl2 (15 mL) was stirred at room temperature for 24 hours. The mixture was absorbed on SiO2 (20 g) and purified by column chromatography using a mixture of methylene chloride/hexane. The product was obtained as a two to one mixture of (E)/(Z)-tert-butyl 3-(4-(2-methoxyethyl)phenoxy)acrylate isomers (2.0 g). Reactants: [Li+], C1CCOC1, [OH-], O, O, C[Si](C)(C)C#Cc1cccnc1N1CCCC2(CCN(C3CCC(O)CC3)C2=O)C1. Product: C#Cc1cccnc1N1CCCC2(CCN(C3CCC(O)CC3)C2=O)C1. Reaction SMILES: [Li+:33].[O:34]1[CH2:35][CH2:36][CH2:37][CH2:38]1.[OH-:32].[OH2:31].[OH2:39].[OH:1][CH:2]1[CH2:3][CH2:4][CH:5]([N:8]2[C:9](=[O:30])[C:10]3([CH2:11][CH2:12]2)[CH2:13][N:14]([c:18]2[n:19][cH:20][cH:21][cH:22][c:23]2[C:24]#[C:25][Si:26]([CH3:27])([CH3:28])[CH3:29])[CH2:15][CH2:16][CH2:17]3)[CH2:6][CH2:7]1>>[OH:1][CH:2]1[CH2:3][CH2:4][CH:5]([N:8]2[C:9](=[O:30])[C:10]3([CH2:11][CH2:12]2)[CH2:13][N:14]([c:18]2[n:19][cH:20][cH:21][cH:22][c:23]2[C:24]#[CH:25])[CH2:15][CH2:16][CH2:17]3)[CH2:6][CH2:7]1. Starting materials: CS(=O)(=O)OC1=C(N=C2N(C[C@H](CC[C@H]2N(CC)C(C(=O)N(C)C)=O)OC)C1=O)C(=O)NCC1=CC=C(C=C1)F ((7S,10R)-10-[[(dimethylamino)(oxo)acetyl](ethyl)amino]-2-{[(4-fluorobenzyl)amino]carbonyl}-7-methoxy-4-oxo-4,6,7,8,9,10-hexahydropyrimido[1,2-a]azepin-3-yl methanesulfonate), [OH-].[Na+] (NaOH), Cl (HCl). The solvent is CC(C)O (2-propanol). Run at time 30 minute. Product: C(C)N(C(C(=O)N(C)C)=O)[C@H]1C=2N(C[C@H](CC1)OC)C(C(=C(N2)C(=O)NCC2=CC=C(C=C2)F)O)=O (N-ethyl-N-((7S,10R)-2-{[(4-fluorobenzyl)amino]carbonyl}-3-hydroxy-7-methoxy-4-oxo-4,6,7,8,9,10-hexahydropyrimido[1,2-a]azepin-10-yl)-N′,N′-dimethylethanediamide). Reaction SMILES: CS([O:5][C:6]1[C:28](=[O:29])[N:10]2[CH2:11][C@@H:12]([O:26][CH3:27])[CH2:13][CH2:14][C@@H:15]([N:16]([C:19](=[O:25])[C:20]([N:22]([CH3:24])[CH3:23])=[O:21])[CH2:17][CH3:18])[C:9]2=[N:8][C:7]=1[C:30]([NH:32][CH2:33][C:34]1[CH:39]=[CH:38][C:37]([F:40])=[CH:36][CH:35]=1)=[O:31])(=O)=O.[OH-].[Na+].Cl>CC(O)C>[CH2:17]([N:16]([C@@H:15]1[CH2:14][CH2:13][C@H:12]([O:26][CH3:27])[CH2:11][N:10]2[C:28](=[O:29])[C:6]([OH:5])=[C:7]([C:30]([NH:32][CH2:33][C:34]3[CH:39]=[CH:38][C:37]([F:40])=[CH:36][CH:35]=3)=[O:31])[N:8]=[C:9]12)[C:19](=[O:25])[C:20]([N:22]([CH3:23])[CH3:24])=[O:21])[CH3:18] |f:1.2|. Procedure: To a stirred solution of (7S,10R)-10-[[(dimethylamino)(oxo)acetyl](ethyl)amino]-2-{[(4-fluorobenzyl)amino]carbonyl}-7-methoxy-4-oxo-4,6,7,8,9,10-hexahydropyrimido[1,2-a]azepin-3-yl methanesulfonate (1 g, 1.72 mmol) in 2-propanol (17 mL) was added 2M NaOH (2.58 mL, 5.16 mmol). The resulting mixture was stirred at ambient temperature for 30 minutes, quenched with HCl (1M, 5.16 mL, 5.16 mmol), and extracted with EtOAc (3×). Three additional reactions on the same scale were performed in parallel. Th...